From a dataset of the Open Reaction Database (ORD), a public repository of structured organic reaction records. describe an organic reaction: reactants, conditions, products, and yield Reactants: BrC=1C=CC(=C(C1)[C@]1(NC(OC1)=O)C)F ((R)-4-(5-bromo-2-fluoro-phenyl)-4-methyl-oxazolidin-2-one), C(C)O (ethanol), O.[OH-].[Li+] (lithium hydroxide monohydrate). Run in O (water). Run at temperature 100 celsius, time 8 hour. The product is N[C@](CO)(C)C1=C(C=CC(=C1)Br)F ((R)-2-amino-2-(5-bromo-2-fluoro-phenyl)-propan-1-ol). Reaction SMILES: [Br:1][C:2]1[CH:3]=[CH:4][C:5]([F:15])=[C:6]([C@:8]2([CH3:14])[CH2:12][O:11]C(=O)[NH:9]2)[CH:7]=1.C(O)C.O.[OH-].[Li+]>O>[NH2:9][C@@:8]([C:6]1[CH:7]=[C:2]([Br:1])[CH:3]=[CH:4][C:5]=1[F:15])([CH3:14])[CH2:12][OH:11] |f:2.3.4|. Reported procedure: A solution of the (R)-4-(5-bromo-2-fluoro-phenyl)-4-methyl-oxazolidin-2-one (8.94 g, 33 mmol) in a 1:1-mixture of ethanol and water (120 ml) was treated with lithium hydroxide monohydrate (6.85 g, 163 mmol) and the reaction mixture was stirred at 100° C. overnight. For the workup, the reaction mixture was evaporated at reduced pressure and the residue dissolved in ethyl acetate (90 ml), then extracted with hydrochloric acid (2N, 90 ml). The aqueous layer was treated with a solution of sodium hyd... Reactants: ice NH4OH, COC1=NC=CC=C1C=1NC2=CC=CC=C2C1 (2-(2-methoxy-pyridin-3-yl)-1H-indole), C(C1=CC=CC=C1)N1CCC(CC1)=O (1-benzyl-piperidin-4-one), OP(=O)(O)O (H3PO4). The solvent is C(C)(=O)O (acetic acid). Run at temperature 100 celsius, time 3 hour. The product is C(C1=CC=CC=C1)N1CCC(=CC1)C1=C(NC2=CC=CC=C12)C=1C(=NC=CC1)OC (3-(1-benzyl-1,2,3,6-tetrahydro-pyridin-4-yl)-2-(2-methoxy-pyridin-3-yl)-1H-indole), solid. Isolated yield 83.0%. As a reaction SMILES: [CH3:1][O:2][C:3]1[C:8]([C:9]2[NH:10][C:11]3[C:16]([CH:17]=2)=[CH:15][CH:14]=[CH:13][CH:12]=3)=[CH:7][CH:6]=[CH:5][N:4]=1.[CH2:18]([N:25]1[CH2:30][CH2:29][C:28](=O)[CH2:27][CH2:26]1)[C:19]1[CH:24]=[CH:23][CH:22]=[CH:21][CH:20]=1.OP(O)(O)=O>C(O)(=O)C>[CH2:18]([N:25]1[CH2:26][CH:27]=[C:28]([C:17]2[C:16]3[C:11](=[CH:12][CH:13]=[CH:14][CH:15]=3)[NH:10][C:9]=2[C:8]2[C:3]([O:2][CH3:1])=[N:4][CH:5]=[CH:6][CH:7]=2)[CH2:29][CH2:30]1)[C:19]1[CH:24]=[CH:23][CH:22]=[CH:21][CH:20]=1. Procedure details: To a solution of 2-(2-methoxy-pyridin-3-yl)-1H-indole (0.43 g, 1.94 mmol) in acetic acid (12 ml) was added 1-benzyl-piperidin-4-one (1.10 g, 5.82 mmol) and H3PO4 (4 ml). The reaction was stirred at 100° C. for 3 h. The reaction was cooled to room temperature and poured into ice/NH4OH and filtered. The solid was washed with water and dissolved in dichloromethane. The crude product was purified by flash column chromatography (SiO2, 66% EtOAc in hexanes). The desired product was obtained as a tan s... The reactants are CC(C)(C)[Si](C)(C)OCCBr, C1CCC2=NCCCN2CC1, CNC(=O)c1c(-c2ccc(F)cc2)oc2ccc(-c3cc(C(=O)NC4(c5ccccc5)CC4)ccc3O)cc12, CN(C)C=O. Yields the product CNC(=O)c1c(-c2ccc(F)cc2)oc2ccc(-c3cc(C(=O)NC4(c5ccccc5)CC4)ccc3OCCO[Si](C)(C)C(C)(C)C)cc12. RXN SMILES: [Br:40][CH2:41][CH2:42][O:43][Si:44]([CH3:45])([CH3:46])[C:47]([CH3:48])([CH3:49])[CH3:50].[CH2:51]1[CH2:52][CH2:53][C:54]2=[N:59][CH2:58][CH2:57][CH2:56][N:55]2[CH2:60][CH2:61]1.[F:1][c:2]1[cH:3][cH:4][c:5](-[c:8]2[o:9][c:10]3[c:11]([c:12]2[C:13](=[O:14])[NH:15][CH3:16])[cH:17][c:18](-[c:21]2[c:22]([OH:39])[cH:23][cH:24][c:25]([C:27]([NH:28][C:29]4([c:32]5[cH:33][cH:34][cH:35][cH:36][cH:37]5)[CH2:30][CH2:31]4)=[O:38])[cH:26]2)[cH:19][cH:20]3)[cH:6][cH:7]1.[O:62]=[CH:63][N:64]([CH3:65])[CH3:66]>>[F:1][c:2]1[cH:3][cH:4][c:5](-[c:8]2[o:9][c:10]3[c:11]([c:12]2[C:13](=[O:14])[NH:15][CH3:16])[cH:17][c:18](-[c:21]2[c:22]([O:39][CH2:41][CH2:42][O:43][Si:44]([CH3:45])([CH3:46])[C:47]([CH3:48])([CH3:49])[CH3:50])[cH:23][cH:24][c:25]([C:27]([NH:28][C:29]4([c:32]5[cH:33][cH:34][cH:35][cH:36][cH:37]5)[CH2:30][CH2:31]4)=[O:38])[cH:26]2)[cH:19][cH:20]3)[cH:6][cH:7]1. Starting materials: C(C)(=O)O (acetic acid), CS(=O)(=O)O (methanesulfonic acid), [N+](=O)([O-])C=1C=CC=C2C=C(C=NC12)S(=O)(=O)C1=CC=CC=C1 (8-Nitro-3-phenylsulfonylquinoline), C1(=CC=CC=C1)C (Toluene). The reagents and catalysts are [Fe] (iron). Solvent: C1CCOC1 (THF), O (water), O (water). Conditions: temperature 50 celsius, time 60 minute. Yields the product CS(=O)(=O)O.NC=1C=CC=C2C=C(C=NC12)S(=O)(=O)C1=CC=CC=C1 (8-Amino-3-phenylsulfonylquinoline methanesulfonic acid salt). Reaction SMILES: C(O)(=O)C.[N+:5]([C:8]1[CH:9]=[CH:10][CH:11]=[C:12]2[C:17]=1[N:16]=[CH:15][C:14]([S:18]([C:21]1[CH:26]=[CH:25][CH:24]=[CH:23][CH:22]=1)(=[O:20])=[O:19])=[CH:13]2)([O-])=O.C1(C)C=CC=CC=1.[CH3:34][S:35]([OH:38])(=[O:37])=[O:36]>C1COCC1.O.[Fe]>[CH3:34][S:35]([OH:38])(=[O:37])=[O:36].[NH2:5][C:8]1[CH:9]=[CH:10][CH:11]=[C:12]2[C:17]=1[N:16]=[CH:15][C:14]([S:18]([C:21]1[CH:22]=[CH:23][CH:24]=[CH:25][CH:26]=1)(=[O:20])=[O:19])=[CH:13]2 |f:7.8|. Reported procedure: A suspension of iron powder (26.7 g, 5 eq, 325 mesh) in THF (300 ml, 10 vol), water (30 ml, 1 vol) and acetic acid (19.2 ml, 3.5 eq) was heated to 50° C. 8-Nitro-3-phenylsulfonylquinoline (D4) (30 g, 1 wt) was added portionwise to the mixture over 30 min, keeping the temperature below 60° C. The reaction mixture was stirred at 50 to 55° C. for 60 min. Toluene (240 ml, 8 vol) was added, followed by water (60 ml, 2 vol) before cooling to 40° C. and filtering the mixture through a silica gel plug. ...